Dataset: the Open Reaction Database (ORD), a public repository of structured organic reaction records. Task: describe an organic reaction: reactants, conditions, products, and yield Starting materials: [K+], O=[N+]([O-])[O-], O=S(=O)(O)O, O=c1c2ccccc2oc2cc(-c3nnn[nH]3)ccc12. Product: O=c1c2ccc(-c3nnn[nH]3)cc2oc2ccc([N+](=O)[O-])cc12. As a reaction SMILES: [K+:21].[O-:22][N+:23]([O-:24])=[O:25].[S:26](=[O:27])(=[O:28])([OH:29])[OH:30].[nH:1]1[n:2][n:3][n:4][c:5]1-[c:6]1[cH:7][cH:8][c:9]2[c:10](=[O:20])[c:11]3[cH:12][cH:13][cH:14][cH:15][c:16]3[o:17][c:18]2[cH:19]1>>[nH:1]1[n:2][n:3][n:4][c:5]1-[c:6]1[cH:7][cH:8][c:9]2[c:10](=[O:20])[c:11]3[cH:12][c:13]([N+:23](=[O:22])[O-:24])[cH:14][cH:15][c:16]3[o:17][c:18]2[cH:19]1. Starting materials: C(C1=CC=CC=C1)(=O)NC1=CC=C(C=C1)C1=CC=C2CN(C(C2=C1)=O)[C@H](C(=O)O)C(C)C ((S)-2-(6-(4-Benzamidophenyl)-1-oxoisoindolin-2-yl)-3-methylbutanoic acid), ClC1=C(C(=O)NC2=CC=C(C=C2)C2=CC=C3CN(C(C3=C2)=O)[C@H](C(=O)OC)C(C)C)C=CC(=C1)Cl ((S)-Methyl 2-(6-(4-(2,4-dichlorobenzamido)phenyl)-1-oxoisoindolin-2-yl)-3-methylbutanoate). Product: ClC1=C(C(=O)NC2=CC=C(C=C2)C2=CC=C3CN(C(C3=C2)=O)[C@H](C(=O)O)C(C)C)C=CC(=C1)Cl ((S)-2-(6-(4-(2,4-Dichlorobenzamido)phenyl)-1-oxoisoindolin-2-yl)-3-methyl butanoic acid). The yield is 70.0%. Reaction SMILES: C(NC1C=CC(C2C=C3C(CN([C@@H](C(C)C)C(O)=O)C3=O)=CC=2)=CC=1)(=O)C1C=CC=CC=1.[Cl:33][C:34]1[CH:66]=[C:65]([Cl:67])[CH:64]=[CH:63][C:35]=1[C:36]([NH:38][C:39]1[CH:44]=[CH:43][C:42]([C:45]2[CH:53]=[C:52]3[C:48]([CH2:49][N:50]([C@@H:55]([CH:60]([CH3:62])[CH3:61])[C:56]([O:58]C)=[O:57])[C:51]3=[O:54])=[CH:47][CH:46]=2)=[CH:41][CH:40]=1)=[O:37]>>[Cl:33][C:34]1[CH:66]=[C:65]([Cl:67])[CH:64]=[CH:63][C:35]=1[C:36]([NH:38][C:39]1[CH:44]=[CH:43][C:42]([C:45]2[CH:53]=[C:52]3[C:48]([CH2:49][N:50]([C@@H:55]([CH:60]([CH3:62])[CH3:61])[C:56]([OH:58])=[O:57])[C:51]3=[O:54])=[CH:47][CH:46]=2)=[CH:41][CH:40]=1)=[O:37]. Procedure: The compound of example 134 was prepared analogous to compound of example 98 by hydrolysis of compound of example 133.